Task: describe an organic reaction: reactants, conditions, products, and yield. Dataset: the Open Reaction Database (ORD), a public repository of structured organic reaction records Starting materials: Cl (hydrochloric acid), O=C1CCCC=2CC(=CCC12)OC (1,2,3,4,5,8-hexahydro-1-oxo-6-methoxynaphthalene), C(C)(=O)OCC (ethyl acetate). Run in O1CCCC1 (tetrahydrofuran). Reaction conditions: time 1 hour. The product is C1(CCCC=2CC(CCC12)=O)=O (3,4,5,8-Tetrahydronaphthalene-1,6(2H,7H)-dione). The yield is 76.5%. As a reaction SMILES: [O:1]=[C:2]1[C:11]2[CH2:10][CH:9]=[C:8]([O:12]C)[CH2:7][C:6]=2[CH2:5][CH2:4][CH2:3]1.Cl.C(OCC)(=O)C>O1CCCC1>[C:2]1(=[O:1])[C:11]2[CH2:10][CH2:9][C:8](=[O:12])[CH2:7][C:6]=2[CH2:5][CH2:4][CH2:3]1. Procedure details: 6.8 g (38.2 mmol) of 1,2,3,4,5,8-hexahydro-1-oxo-6-methoxynaphthalene was dissolved in 50 ml of tetrahydrofuran and 5 ml of 1 N hydrochloric acid was added thereto. After stirring at room temperature for 1 hour, ethyl acetate was added thereto. Then the reaction mixture was washed with a saturated aqueous solution of sodium chloride and dried over magnesium sulfate. After concentrating, a small amount of a mixture of n-hexane with ethyl acetate (1:1) was added thereto and the obtained mixture wa... Starting materials: CCOC(=O)Cl, Cl, CCOC(=O)COc1ccccc1Oc1cc(N)c(F)cc1Cl, C1CCOC1, c1ccncc1. The product is CCOC(=O)COc1ccccc1Oc1cc(NC(=O)OCC)c(F)cc1Cl. As a reaction SMILES: [Cl:24][C:25](=[O:26])[O:27][CH2:28][CH3:29].[ClH:35].[NH2:1][c:2]1[c:3]([F:23])[cH:4][c:5]([Cl:22])[c:6]([O:7][c:8]2[c:9]([O:10][CH2:11][C:12](=[O:13])[O:14][CH2:15][CH3:16])[cH:17][cH:18][cH:19][cH:20]2)[cH:21]1.[O:30]1[CH2:31][CH2:32][CH2:33][CH2:34]1.[cH:36]1[cH:37][cH:38][n:39][cH:40][cH:41]1>>[NH:1]([c:2]1[c:3]([F:23])[cH:4][c:5]([Cl:22])[c:6]([O:7][c:8]2[c:9]([O:10][CH2:11][C:12](=[O:13])[O:14][CH2:15][CH3:16])[cH:17][cH:18][cH:19][cH:20]2)[cH:21]1)[C:25](=[O:26])[O:27][CH2:28][CH3:29]. Starting materials: C(#N)C=1C(=C(NC1)C(=O)OCC)C1=CC=C(C=C1)C=1SC=CC1SC (ethyl 4-cyano-3-[4-(3 methylthio(2-thienyl))phenyl]pyrrole-2-carboxylate), INC(CCC(=O)N)=O (N-iodo-succinamide). Product: C(#N)C=1C(=C(NC1I)C(=O)OCC)C1=CC=C(C=C1)C=1SC=CC1SC (ethyl 4-cyano-5-iodo-3-[4-(3-methylthio(2-thienyl))phenyl]pyrrole-2-carboxylate). Reaction SMILES: [C:1]([C:3]1[C:4]([C:13]2[CH:18]=[CH:17][C:16]([C:19]3[S:20][CH:21]=[CH:22][C:23]=3[S:24][CH3:25])=[CH:15][CH:14]=2)=[C:5]([C:8]([O:10][CH2:11][CH3:12])=[O:9])[NH:6][CH:7]=1)#[N:2].[I:26]NC(=O)CCC(N)=O>>[C:1]([C:3]1[C:4]([C:13]2[CH:14]=[CH:15][C:16]([C:19]3[S:20][CH:21]=[CH:22][C:23]=3[S:24][CH3:25])=[CH:17][CH:18]=2)=[C:5]([C:8]([O:10][CH2:11][CH3:12])=[O:9])[NH:6][C:7]=1[I:26])#[N:2]. Procedure: In a manner analogous to the procedure set forth in example A-237, the title compound is prepared by iodinating ethyl 4-cyano-3-[4-(3 methylthio(2-thienyl))phenyl]pyrrole-2-carboxylate, prepared directly above, with N-iodo-succinamide. Starting materials: [Ca+2], O=C(Cl)OCc1ccccc1, Nc1ccc([N+](=O)[O-])cc1O, O=C([O-])[O-], C1COCCO1. Product: O=C(Nc1ccc([N+](=O)[O-])cc1O)OCc1ccccc1. As a reaction SMILES: [Ca+2:23].[Cl:1][C:2](=[O:3])[O:4][CH2:5][c:6]1[cH:7][cH:8][cH:9][cH:10][cH:11]1.[NH2:12][c:13]1[c:14]([OH:22])[cH:15][c:16]([N+:19](=[O:20])[O-:21])[cH:17][cH:18]1.[O-:24][C:25](=[O:26])[O-:27].[O:28]1[CH2:29][CH2:30][O:31][CH2:32][CH2:33]1>>[C:2](=[O:3])([O:4][CH2:5][c:6]1[cH:7][cH:8][cH:9][cH:10][cH:11]1)[NH:12][c:13]1[c:14]([OH:22])[cH:15][c:16]([N+:19](=[O:20])[O-:21])[cH:17][cH:18]1. Reactants: C(C)(C)OC(C)C (diisopropyl ether), 2-(2-Fluorophenyl)-2-[(l1R)-1-(3,4,5,6-tetrahydro-2H-pyran-2-yl)oxyethyl] oxirane, ice, compound, C1(=CC=CC=C1)P(C1=CC=CC=C1)C1=CC=CC=C1 (triphenylphosphine), [N+](=O)([O-])C=1C=C(C(=O)O)C=C(C1)[N+](=O)[O-] (3,5-dinitrobenzoic acid), N(=NC(=O)OCC)C(=O)OCC (diethyl azodicarboxylate), FC1=C(C=CC=C1)C1(OC1)[C@@H](C)O ((1R)-1-[2-(2-fluorophenyl)-2-oxiranyl]ethanol). Run in O (water), C(C)(=O)OCC (ethyl acetate), O1CCCC1 (tetrahydrofuran). Conditions: time 7 hour. Product: [N+](=O)([O-])C=1C=C(C(=O)O[C@@H](C)[C@@]2(OC2)C2=C(C=CC=C2)F)C=C(C1)[N+](=O)[O-] ([(1S)-1-[(2R)-2-(2-fluorophenyl)-2-oxiranyl]ethyl] 3,5-dinitrobenzoate). Reaction SMILES: [F:1][C:2]1[CH:7]=[CH:6][CH:5]=[CH:4][C:3]=1[C:8]1([C@H:11]([OH:13])[CH3:12])[CH2:10][O:9]1.C1(P(C2C=CC=CC=2)C2C=CC=CC=2)C=CC=CC=1.[N+:33]([C:36]1[CH:37]=[C:38]([CH:42]=[C:43]([N+:45]([O-:47])=[O:46])[CH:44]=1)[C:39](O)=[O:40])([O-:35])=[O:34].N(C(OCC)=O)=NC(OCC)=O.C(OC(C)C)(C)C>O1CCCC1.O.C(OCC)(=O)C>[N+:33]([C:36]1[CH:37]=[C:38]([CH:42]=[C:43]([N+:45]([O-:47])=[O:46])[CH:44]=1)[C:39]([O:13][C@H:11]([C@@:8]1([C:3]2[CH:4]=[CH:5][CH:6]=[CH:7][C:2]=2[F:1])[CH2:10][O:9]1)[CH3:12])=[O:40])([O-:35])=[O:34]. Procedure details: 2-(2-Fluorophenyl)-2-[(l1R)-1-(3,4,5,6-tetrahydro-2H-pyran-2-yl)oxyethyl] oxirane (synthesized by the method described in EP0548553A) was converted into (1R)-1-[2-(2-fluorophenyl)-2-oxiranyl]ethanol by the method described in Reference Example 1. To an ice-cooled solution of this compound (34.77 g) in tetrahydrofuran (600 ml) were added triphenylphosphine (127.21 g), 3,5-dinitrobenzoic acid (102.88 g) and diethyl azodicarboxylate (84.47 g). The mixture was stirred at room temperature for 7 hours...